This data is from the Open Reaction Database (ORD), a public repository of structured organic reaction records. The task is: describe an organic reaction: reactants, conditions, products, and yield The reactants are CC(C)(C)OC(=O)NCC=CCCl, Cc1cccnc1CNCc1ncccc1C, CC#N, CCN(C(C)C)C(C)C. Product: Cc1cccnc1CN(CC=CCNC(=O)OC(C)(C)C)Cc1ncccc1C. Reaction SMILES: [C:18]([CH3:19])([CH3:20])([CH3:21])[O:22][C:23]([NH:24][CH2:25][CH:26]=[CH:27][CH2:28][Cl:29])=[O:30].[CH3:1][c:2]1[c:3]([CH2:8][NH:9][CH2:10][c:11]2[n:12][cH:13][cH:14][cH:15][c:16]2[CH3:17])[n:4][cH:5][cH:6][cH:7]1.[CH3:31][C:32]#[N:33].[CH:34]([N:35]([CH2:36][CH3:37])[CH:38]([CH3:39])[CH3:40])([CH3:41])[CH3:42]>>[CH3:1][c:2]1[c:3]([CH2:8][N:9]([CH2:10][c:11]2[n:12][cH:13][cH:14][cH:15][c:16]2[CH3:17])[CH2:28][CH:27]=[CH:26][CH2:25][NH:24][C:23]([O:22][C:18]([CH3:19])([CH3:20])[CH3:21])=[O:30])[n:4][cH:5][cH:6][cH:7]1. Starting materials: C(=O)C1=CC=C(C=CC(=O)O)C=C1 (4-formylcinnamic acid), C([O-])([O-])=O.[K+].[K+] (potassium carbonate), CI (methyl iodide). Solvent: CN(C=O)C (N,N-dimethylformamide). Conditions: time 8 hour. Product: C(=O)C1=CC=C(C=CC(=O)OC)C=C1 (Methyl 4-formylcinnamate). The yield is 96.2%. Reaction SMILES: [CH:1]([C:3]1[CH:13]=[CH:12][C:6]([CH:7]=[CH:8][C:9]([OH:11])=[O:10])=[CH:5][CH:4]=1)=[O:2].[C:14](=O)([O-])[O-].[K+].[K+].CI>CN(C)C=O>[CH:1]([C:3]1[CH:13]=[CH:12][C:6]([CH:7]=[CH:8][C:9]([O:11][CH3:14])=[O:10])=[CH:5][CH:4]=1)=[O:2] |f:1.2.3|. Procedure details: A mixture of 4-formylcinnamic acid (7.04 g, 40 mmole), anhydrous potassium carbonate (16.5 g, 120 mmole) and methyl iodide (8.5 g, 60 mmole) in dry N,N-dimethylformamide (50 ml) was stirred overnight at room temperature and the solvent evaporated in vacuo. The product was partitioned between ether and water and the organic phase washed with brine and dried (MgSO4). Evaporation gave 7.32 g (97%) of the title ester of mp (aqueous methanol) 83°-85° C., νmax (mull) 1723, 1683, 1635 cm-1, δ(CDCl3) 3.... Starting materials: ClC=1N=C(C2=C(N1)C=CS2)Cl (2,4-dichloro-thieno[3,2-d]pyrimidine), C(=O)([O-])[O-].[K+].[K+] (K2CO3), CN1CCNCC1 (N-methylpiperazine). Solvent: CCO (EtOH). Run at time 12 hour. The product is ClC=1N=C(C2=C(N1)C=CS2)N2CCN(CC2)C (2-Chloro-4-(4-methyl-piperazin-1-yl)-thieno[3,2-d]pyrimidine). Isolated yield 85.6%. RXN SMILES: [Cl:1][C:2]1[N:3]=[C:4](Cl)[C:5]2[S:10][CH:9]=[CH:8][C:6]=2[N:7]=1.C([O-])([O-])=O.[K+].[K+].[CH3:18][N:19]1[CH2:24][CH2:23][NH:22][CH2:21][CH2:20]1>CCO>[Cl:1][C:2]1[N:3]=[C:4]([N:22]2[CH2:23][CH2:24][N:19]([CH3:18])[CH2:20][CH2:21]2)[C:5]2[S:10][CH:9]=[CH:8][C:6]=2[N:7]=1 |f:1.2.3|. Reported procedure: To a solution of 2,4-dichloro-thieno[3,2-d]pyrimidine (0.20 g, 1.0 mmol) in EtOH (3.2 mL) was added K2CO3 (0.31 g, 2.2 mmol) followed by N-methylpiperazine (0.13 mL, 1.2 mmol). After stirring at rt for 12 h, the mixture was filtered to afford 0.23 g of the desired product. MS: 269.0. 1H NMR (400 MHz, CD3OD) δ ppm 8.06 (d, J=5.6 Hz, 1H), 7.27 (d, J=5.6 Hz, 1H), 4.05-4.00 (m, 4H), 2.62-2.56 (m, 4H), 2.36 (s, 3H). Starting materials: C(C1CO1)OCCCCC (amyl glycidyl ether), O (water). The reagents and catalysts are [OH-].[Na+] (sodium hydroxide), C(CCCCCCCCCCC)(=O)O (lauric acid). Reaction conditions: temperature 90 celsius, time 8 hour. Product: C(C(O)CO)OCCCCC (amyl glyceryl ether). The yield is 85.5%. RXN SMILES: [CH2:1]([O:5][CH2:6][CH2:7][CH2:8][CH2:9][CH3:10])[CH:2]1[O:4][CH2:3]1.[OH2:11]>[OH-].[Na+].C(O)(=O)CCCCCCCCCCC>[CH2:1]([O:5][CH2:6][CH2:7][CH2:8][CH2:9][CH3:10])[CH:2]([CH2:3][OH:11])[OH:4] |f:2.3|. Reported procedure: In a four-necked 300-ml flask, 100 g (0.69 mole) of amyl glycidyl ether obtained in Example 1, 25 g (1.39 mole) of water, 2.31 g (0.028 mole) of 48% sodium hydroxide and 5.54 g (0.028 mole) of lauric acid were charged, followed by heating to 90° C. while stirring under a nitrogen gas atmosphere. The stirring was continued for 8 hours. After excess water was distilled off, the residue was distilled under reduced pressure (100° C., 0.133 kPa), whereby 110 g (0.59 mole) of amyl glyceryl ether was o...